From a dataset of the Open Reaction Database (ORD), a public repository of structured organic reaction records. describe an organic reaction: reactants, conditions, products, and yield Starting materials: IC1=CC=C(C#N)C=C1 (4-iodobenzonitrile), C1CCOC1 (THF), C(C)(C)[Mg]Cl (Iso-propyl magnesium chloride), ice, N-2-dimethoxy-N-methylacetamide, C1CCOC1 (THF), S(=O)(=O)(O)[O-].[K+] (potassium hydrogen sulfate). Reaction conditions: time 10 minute. Product: COCC(=O)C1=CC=C(C#N)C=C1 (4-(2-methoxyacetoyl)benzonitrile). RXN SMILES: C([Mg]Cl)(C)C.I[C:7]1[CH:14]=[CH:13][C:10]([C:11]#[N:12])=[CH:9][CH:8]=1.S([O-])(O)(=O)=[O:16].[K+].C1[CH2:25][O:24][CH2:23][CH2:22]1>>[CH3:25][O:24][CH2:23][C:22]([C:7]1[CH:14]=[CH:13][C:10]([C:11]#[N:12])=[CH:9][CH:8]=1)=[O:16] |f:2.3|. Procedure: Iso-propyl magnesium chloride (2 M solution in THF; 3.0 mL; 6.0 mmol) was added to an ice-cooled solution of 4-iodobenzonitrile (1.2 g, 5.0 mmol) in anhydrous THF (10 mL). This solution was stirred at this temperature for 10 minutes and then added dropwise to a cooled (−78° C.) solution of N-2-dimethoxy-N-methylacetamide (0.998 g, 7.50 mmol) in anhydrous THF (5 mL). The reaction mixture was stirred at this temperature for 1 hour and then stirred at RT for 1 hour. The reaction mixture was then tr... Reactants: O(C1=CC=CC=C1)CC1OC(OC1)=O (4-(phenoxymethyl)-1,3-dioxolan-2-on). The solvent is CO (methanol). Yields the product cyclic carbonate, C(=O)=O (carbon dioxide), C(C1CO1)OC1=CC=CC=C1 (phenyl glycidyl ether). Reaction SMILES: [O:1]([CH2:8][CH:9]1[CH2:13][O:12][C:11](=O)[O:10]1)[C:2]1[CH:7]=[CH:6][CH:5]=[CH:4][CH:3]=1>CO>[C:11](=[O:12])=[O:10].[CH2:8]([O:1][C:2]1[CH:3]=[CH:4][CH:5]=[CH:6][CH:7]=1)[CH:9]1[O:12][CH2:13]1. Procedure details: The extracts from the sample piece of the thermal insulating foamed material into methanol were analyzed by liquid chromatography. The measurement showed 0.025 mole of 4-(phenoxymethyl)-1,3-dioxolan-2-on, a cyclic carbonate produced by addition reaction of carbon dioxide to phenyl glycidyl ether, per 100 g of the thermal insulating foamed material. Only one gram of water was used as the reactive blowing agent to 100 g of polyol. This resulted in a small amount of carbon dioxide evolved through t... Starting materials: C(C(C)(C)C)(=O)OC[C@H](C=1C(=C2C=CC(=NC2=CC1C)N1CCOCC1)C1=CC=C(C=C1)Cl)OC(C)(C)C ((S)-2-tert-butoxy-2-(5-(4-chlorophenyl)-7-methyl-2-morpholinoquinolin-6-yl)ethyl pivalate), C(C)(C)(C)O[C@H](CO)C=1C(=C2C=CC=3N(C2=CC1C)N=NN3)C3=CC=C(C=C3)Cl ((S)-2-tert-butoxy-2-(6-(4-chlorophenyl)-8-methyltetrazolo[1,5-a]quinolin-7-yl)ethanol), C(C)(C)(C)O[C@H](CO)C=1C(=C2C=CC(=NC2=CC1C)N1CCOCC1)C1=CC=C(C=C1)Cl ((S)-2-tert-butoxy-2-(5-(4-chlorophenyl)-7-methyl-2-morpholinoquinolin-6-yl)ethanol). Yields the product C(C)(C)(C)O[C@H](C(=O)O)C=1C(=C2C=CC=3N(C2=CC1C)N=NN3)C3=CC=C(C=C3)Cl ((S)-2-tert-butoxy-2-(6-(4-chlorophenyl)-8-methyltetrazolo[1,5-a]quinolin-7-yl)acetic acid). Reaction SMILES: C(OC[C@@H](OC(C)(C)C)C1C(C2C=CC(Cl)=CC=2)=C2C(=CC=1C)N=C(N1CCOCC1)C=C2)(=[O:6])C(C)(C)C.[C:39]([O:43][C@@H:44]([C:47]1[C:48]([C:61]2[CH:66]=[CH:65][C:64]([Cl:67])=[CH:63][CH:62]=2)=[C:49]2[C:54](=[CH:55][C:56]=1[CH3:57])[N:53]1[N:58]=[N:59][N:60]=[C:52]1[CH:51]=[CH:50]2)[CH2:45][OH:46])([CH3:42])([CH3:41])[CH3:40].C(O[C@@H](C1C(C2C=CC(Cl)=CC=2)=C2C(=CC=1C)N=C(N1CCOCC1)C=C2)CO)(C)(C)C>>[C:39]([O:43][C@@H:44]([C:47]1[C:48]([C:61]2[CH:66]=[CH:65][C:64]([Cl:67])=[CH:63][CH:62]=2)=[C:49]2[C:54](=[CH:55][C:56]=1[CH3:57])[N:53]1[N:58]=[N:59][N:60]=[C:52]1[CH:51]=[CH:50]2)[C:45]([OH:6])=[O:46])([CH3:42])([CH3:40])[CH3:41]. Reported procedure: (S)-2-tert-butoxy-2-(6-(4-chlorophenyl)-8-methyltetrazolo[1,5-a]quinolin-7-yl)acetic acid (4.9 mg) was prepared in a similar manner as compound ((S)-2-tert-butoxy-2-(5-(4-chlorophenyl)-7-methyl-2-morpholinoquinolin-6-yl)acetic acid of Example 29 except using (S)-2-tert-butoxy-2-(6-(4-chlorophenyl)-8-methyltetrazolo[1,5-a]quinolin-7-yl)ethanol instead of ((S)-2-tert-butoxy-2-(5-(4-chlorophenyl)-7-methyl-2-morpholinoquinolin-6-yl)ethanol. 1H-NMR 400 MHz (CD3OD) 8.61 (s, 1 H), 7.75 (d, J=9.6 Hz, 1 ... Reactants: C(C)OC(C(CC1=CC(=C(C=C1)O)C)OCC)=O (2-ethoxy-3-(4-hydroxy-3-methyl-phenyl)-propionic acid ethyl ester), C(C1=CC=CC=C1)C=1C=C(C=CC1O)CC(C(=O)O)OCC (3-(3-benzyl-4-hydroxy-phenyl)-2-ethoxy-propionic acid). The product is C(C)OC(C(=O)O)CC1=CC(=C(C=C1)O)C (2-Ethoxy-3-(4-hydroxy-3-methyl-phenyl)-propionic acid). As a reaction SMILES: C([O:3][C:4](=[O:18])[CH:5]([O:15][CH2:16][CH3:17])[CH2:6][C:7]1[CH:12]=[CH:11][C:10]([OH:13])=[C:9]([CH3:14])[CH:8]=1)C.C(C1C=C(CC(OCC)C(O)=O)C=CC=1O)C1C=CC=CC=1>>[CH2:16]([O:15][CH:5]([CH2:6][C:7]1[CH:12]=[CH:11][C:10]([OH:13])=[C:9]([CH3:14])[CH:8]=1)[C:4]([OH:18])=[O:3])[CH3:17]. Procedure details: The title compound was prepared from 2-ethoxy-3-(4-hydroxy-3-methyl-phenyl)-propionic acid ethyl ester (0.85 g, 2.28 mmol) in the same manner as described for 3-(3-benzyl-4-hydroxy-phenyl)-2-ethoxy-propionic acid. The crude product was used in the next step without further purification (0.71 g, 85%). 1H NMR (400 MHz, CDCl3): δ 6.98 (s, 1H), 6.90-6.93 (d, 1H), 6.64-6.66 (d, 1H), 4.03-4.07 (dd, 1H), 3.57-3.65 (m, 1H), 3.41-3.46 (m, 1H), 2.88-3.05 (ddd, 2H), 2.20 (s, 3H), 1.15-1.20 (t, 3H).